From a dataset of the Open Reaction Database (ORD), a public repository of structured organic reaction records. describe an organic reaction: reactants, conditions, products, and yield Reactants: N1=CN=CC(=C1)B(O)O (5-pyrimidyl-boronic acid), C(=O)([O-])[O-].[Na+].[Na+] (Na2CO3), COC(=O)C=1N(C=C(C1)C1(N=C(N(C1=O)C)N)C1=CC(=C(C=C1)F)Br)CCF (4-[2-Amino-4-(3-bromo-4-fluoro-phenyl)-1-methyl-5-oxo-4,5-dihydro-1H-imidazol-4-yl]-1-(2-fluoro-ethyl)-1H-pyrrole-2-carboxylic acid methyl ester), C1(=CC=CC=C1)P(C1=CC=CC=C1)C1=CC=CC=C1 (triphenylphosphine). Reagents/catalysts: C=1C=CC(=CC1)/C=C/C(=O)/C=C/C2=CC=CC=C2.C=1C=CC(=CC1)/C=C/C(=O)/C=C/C2=CC=CC=C2.C=1C=CC(=CC1)/C=C/C(=O)/C=C/C2=CC=CC=C2.[Pd].[Pd] (Pd2(dba)3). Solvent: CO (MeOH), C(Cl)(Cl)Cl (CHCl3), CO.CCOC(=O)C (MeOH EtOAc), CCOC(=O)C (EtOAc), C1(=CC=CC=C1)C (toluene). Reaction conditions: time 15 minute. Yields the product COC(=O)C=1N(C=C(C1)C1(N=C(N(C1=O)C)N)C1=CC(=C(C=C1)F)C=1C=NC=NC1)CCF (4-[2-Amino-4-(4-fluoro-3-pyrimidin-5-yl-phenyl)-1-methyl-5-oxo-4,5-dihydro-1H-imidazol-4-yl]-1-(2-fluoro-ethyl)-1H-pyrrole-2-carboxylic acid methyl ester). Yield: 65.2%. Reaction SMILES: C1(P(C2C=CC=CC=2)C2C=CC=CC=2)C=CC=CC=1.[N:20]1[CH:25]=[C:24](B(O)O)[CH:23]=[N:22][CH:21]=1.C([O-])([O-])=O.[Na+].[Na+].[CH3:35][O:36][C:37]([C:39]1[N:40]([CH2:60][CH2:61][F:62])[CH:41]=[C:42]([C:44]2([C:52]3[CH:57]=[CH:56][C:55]([F:58])=[C:54](Br)[CH:53]=3)[C:48](=[O:49])[N:47]([CH3:50])[C:46]([NH2:51])=[N:45]2)[CH:43]=1)=[O:38]>C(Cl)(Cl)Cl.C1C=CC(/C=C/C(/C=C/C2C=CC=CC=2)=O)=CC=1.C1C=CC(/C=C/C(/C=C/C2C=CC=CC=2)=O)=CC=1.C1C=CC(/C=C/C(/C=C/C2C=CC=CC=2)=O)=CC=1.[Pd].[Pd].CO.CCOC(C)=O.CCOC(C)=O.C1(C)C=CC=CC=1.CO>[CH3:35][O:36][C:37]([C:39]1[N:40]([CH2:60][CH2:61][F:62])[CH:41]=[C:42]([C:44]2([C:52]3[CH:57]=[CH:56][C:55]([F:58])=[C:54]([C:24]4[CH:25]=[N:20][CH:21]=[N:22][CH:23]=4)[CH:53]=3)[C:48](=[O:49])[N:47]([CH3:50])[C:46]([NH2:51])=[N:45]2)[CH:43]=1)=[O:38] |f:2.3.4,7.8.9.10.11,12.13|. Reported procedure: In a pressure tube was put 2 mL of MeOH and 2 mL of toluene. The solution was degassed with argon and 7.5 mg (0.008 mmol) of Pd2(dba)3 and 8.6 mg of triphenylphosphine was added under an argon atmosphere. After 15 min stirring at room temperature, 47.0 mg (0.38 mmol) of 5-pyrimidyl-boronic acid, 83 mg (0.78 mmol) of Na2CO3, and 125 mg (0.27 mmol) of 4-[2-Amino-4-(3-bromo-4-fluoro-phenyl)-1-methyl-5-oxo-4,5-dihydro-1H-imidazol-4-yl]-1-(2-fluoro-ethyl)-1H-pyrrole-2-carboxylic acid methyl ester was... Starting materials: C1(=CC=CC=C1)C1=CNC(O1)=S (5-Phenyl-2(3H)-oxazolethione), P(=O)(Cl)(Cl)Cl (phosphorous oxychloride). The solvent is C(C)N(CC)CC (triethylamine). The product is ClC=1OC(=CN1)C1=CC=CC=C1 (2-Chloro-5-phenyloxazole). RXN SMILES: [C:1]1([C:7]2[O:11][C:10](=S)[NH:9][CH:8]=2)[CH:6]=[CH:5][CH:4]=[CH:3][CH:2]=1.P(Cl)(Cl)([Cl:15])=O>C(N(CC)CC)C>[Cl:15][C:10]1[O:11][C:7]([C:1]2[CH:6]=[CH:5][CH:4]=[CH:3][CH:2]=2)=[CH:8][N:9]=1. Procedure: 5-Phenyl-2(3H)-oxazolethione (Acta. Chem. Scand. 23 2879 (1969)) (19.6 g, 0.11 m) and phosphorous oxychloride (70 ml) were stirred with cooling during the cautious addition of triethylamine (12.4 g, 0.123 m). The mixture was then heated under reflux for 20 hours, excess reagents removed under reduced pressure and the residue distilled in vacuo to give the title product as a colourless oil which solidified on standing, b.p. 96°-8° C/0.6 mm, m.p. 34° C. The reactants are FC1=CC=C2C(=CN(C2=C1)S(=O)(=O)C1=CC=CC=C1)C=1C=NNC1 (6-fluoro-1-(phenylsulfonyl)-3-(1H-pyrazol-4-yl)-1H-indole), FC1=CC=C2C(=CN(C2=C1)S(=O)(=O)C1=CC=CC=C1)C=1C=NNC1 (6-fluoro-1-(phenylsulfonyl)-3-(1H-pyrazol-4-yl)-1H-indole), C(=O)([O-])[O-].[Cs+].[Cs+] (Cs2CO3), ClCCN1CCCC1 (1-(2-chloroethyl)-pyrrolidine). Solvent: CN(C)C=O (DMF), [NH4+].[Cl-] (NH4Cl). Conditions: temperature 65 celsius, time 2 hour. Product: FC1=CC=C2C(=CN(C2=C1)S(=O)(=O)C1=CC=CC=C1)C=1C=NN(C1)CCN1CCCC1 (6-fluoro-1-(phenylsulfonyl)-3-(1-(2-(pyrrolidin-1-yl)ethyl)-1H-pyrazol-4-yl)-1H-indole). Yield: 97.7%. Reaction SMILES: [F:1][C:2]1[CH:10]=[C:9]2[C:5]([C:6]([C:20]3[CH:21]=[N:22][NH:23][CH:24]=3)=[CH:7][N:8]2[S:11]([C:14]2[CH:19]=[CH:18][CH:17]=[CH:16][CH:15]=2)(=[O:13])=[O:12])=[CH:4][CH:3]=1.C([O-])([O-])=O.[Cs+].[Cs+].Cl[CH2:32][CH2:33][N:34]1[CH2:38][CH2:37][CH2:36][CH2:35]1>CN(C=O)C.[NH4+].[Cl-]>[F:1][C:2]1[CH:10]=[C:9]2[C:5]([C:6]([C:20]3[CH:24]=[N:23][N:22]([CH2:32][CH2:33][N:34]4[CH2:38][CH2:37][CH2:36][CH2:35]4)[CH:21]=3)=[CH:7][N:8]2[S:11]([C:14]2[CH:15]=[CH:16][CH:17]=[CH:18][CH:19]=2)(=[O:12])=[O:13])=[CH:4][CH:3]=1 |f:1.2.3,6.7|. Procedure details: To a solution of 6-fluoro-1-(phenylsulfonyl)-3-(1H-pyrazol-4-yl)-1H-indole (Intermediate 5; 240 mg; 0.70 mmol) and Cs2CO3 (688 mg; 2.11 mmol) in DMF (20 mL) was added 1-(2-chloroethyl)-pyrrolidine (186 mg; 1.39 mmol). The reaction mixture was stirred at 65° C. for 2 hours, cooled to r.t., diluted with 10% aqueous NH4Cl (20 mL), and extracted with EtOAc (20 mL×3). The combined organic layers were washed with water (20 mL), brine (20 mL), dried over Na2SO4 anhydrous, and concentrated to afford 300... Reactants: Cc1ccc(C(=O)Cl)c(C)c1, COc1cc2nccc(Oc3ccc(N)cc3)c2cc1OC, Cc1ccc(C(=O)N=C=S)c(C)c1, Cc1ccc(C(=O)O)c(C)c1, Cc1ccccc1, CCO, O=S(Cl)Cl. Product: COc1cc2nccc(Oc3ccc(NC(=S)NC(=O)c4ccc(C)cc4C)cc3)c2cc1OC. Reaction SMILES: [CH3:16][c:17]1[cH:18][c:19]([CH3:20])[cH:21][cH:22][c:23]1[C:24]([Cl:25])=[O:26].[CH3:27][O:28][c:29]1[cH:30][c:31]2[c:32]([O:41][c:42]3[cH:43][cH:44][c:45]([NH2:46])[cH:47][cH:48]3)[cH:33][cH:34][n:35][c:36]2[cH:37][c:38]1[O:39][CH3:40].[CH3:49][c:50]1[c:51]([C:57](=[O:58])[N:59]=[C:60]=[S:61])[cH:52][cH:53][c:54]([CH3:56])[cH:55]1.[CH3:5][c:6]1[cH:7][c:8]([CH3:9])[cH:10][cH:11][c:12]1[C:13]([OH:14])=[O:15].[CH3:62][c:63]1[cH:64][cH:65][cH:66][cH:67][cH:68]1.[CH3:69][CH2:70][OH:71].[S:1]([Cl:2])([Cl:3])=[O:4]>>[CH3:27][O:28][c:29]1[cH:30][c:31]2[c:32]([O:41][c:42]3[cH:43][cH:44][c:45]([NH:46][C:60]([NH:59][C:57]([c:51]4[c:50]([CH3:49])[cH:55][c:54]([CH3:56])[cH:53][cH:52]4)=[O:58])=[S:61])[cH:47][cH:48]3)[cH:33][cH:34][n:35][c:36]2[cH:37][c:38]1[O:39][CH3:40]. Starting materials: CC=1C(=CC(=C2C=CNC(C12)=O)C=1C=NN(C1)C)OC(C)C (8-methyl-5-(1-methyl-1H-pyrazol-4-yl)-7-(propan-2-yloxy)isoquinolin-1(2H)-one). The reagents and catalysts are [Pd] (Pd/C). The solvent is CCO (EtOH). Run at time 48 hour. Yields the product CC=1C(=CC(=C2CCNC(C12)=O)C=1C=NN(C1)C)OC(C)C (8-methyl-5-(1-methyl-1H-pyrazol-4-yl)-7-(propan-2-yloxy)-3,4-dihydroisoquinolin-1(2H)-one). Isolated yield 78.2%. Reaction SMILES: [CH3:1][C:2]1[C:3]([O:19][CH:20]([CH3:22])[CH3:21])=[CH:4][C:5]([C:13]2[CH:14]=[N:15][N:16]([CH3:18])[CH:17]=2)=[C:6]2[C:11]=1[C:10](=[O:12])[NH:9][CH:8]=[CH:7]2>CCO.[Pd]>[CH3:1][C:2]1[C:3]([O:19][CH:20]([CH3:22])[CH3:21])=[CH:4][C:5]([C:13]2[CH:14]=[N:15][N:16]([CH3:18])[CH:17]=2)=[C:6]2[C:11]=1[C:10](=[O:12])[NH:9][CH2:8][CH2:7]2. Reported procedure: A mixture of 8-methyl-5-(1-methyl-1H-pyrazol-4-yl)-7-(propan-2-yloxy)isoquinolin-1(2H)-one (108i, 0.14 g, 0.47 mmol) and 10% Pd/C (0.3 g) in EtOH (20 mL) was hydrogenated under H2 (1.6 MPa) at 80° C. for 48 hours in a 50 mL autoclave. The reaction mixture was filtered and the solids were washed with EtOH (2×10 mL). The filtrate was concentrated under vacuum to give 8-methyl-5-(1-methyl-1H-pyrazol-4-yl)-7-(propan-2-yloxy)-3,4-dihydroisoquinolin-1(2H)-one (108j, 0.11 g, 78.7%) as a white solid. Starting materials: SCC(=O)O (mercaptoacetic acid), CC1(C2CCC1(C(=O)C2)CS(=O)(=O)O)C (D-10-camphorsulfonic acid), O1COC2=C1C=CC(=C2)C(C)(C)O (2-(1,3-benzodioxol-5-yl)-2-propanol). Solvent: C1=CC=CC=C1 (benzene). The product is O1COC2=C1C=CC(=C2)C(C)(C)SCC(=O)O ([{2-(1,3-benzodioxol-5-yl)-2-propyl}thio]acetic acid). Yield: 45.8%. As a reaction SMILES: [SH:1][CH2:2][C:3]([OH:5])=[O:4].CC1(C)C2(CS(O)(=O)=O)C(CC1CC2)=O.[O:21]1[C:25]2[CH:26]=[CH:27][C:28]([C:30](O)([CH3:32])[CH3:31])=[CH:29][C:24]=2[O:23][CH2:22]1>C1C=CC=CC=1>[O:21]1[C:25]2[CH:26]=[CH:27][C:28]([C:30]([S:1][CH2:2][C:3]([OH:5])=[O:4])([CH3:32])[CH3:31])=[CH:29][C:24]=2[O:23][CH2:22]1. Reported procedure: 600 ml of benzene, 59.5 g of mercaptoacetic acid and a catalytic amount of D-10-camphorsulfonic acid were added to 97 g of 2-(1,3-benzodioxol-5-yl)-2-propanol and the mixture was heated under reflux for 4 h. The solvent was distilled off and the pH of the residue was adjusted to 10 with 1N aqueous sodium hydroxide solution. After washing with ethyl acetate, 4N hydrochloric acid was added thereto under cooling with ice to acidify the aqueous layer. After extraction with chloroform, the extract wa...